This data is from the Open Reaction Database (ORD), a public repository of structured organic reaction records. The task is: describe an organic reaction: reactants, conditions, products, and yield Reactants: [Ba+2], [O-][Br+2]([O-])[O-], [O-][Br+2]([O-])[O-], CCc1cccc(C(C)(C)C)c1, CC#N, [Ce+3], [Ce+3], O, O=S(=O)([O-])[O-], O=S(=O)([O-])[O-], O=S(=O)([O-])[O-]. The product is CC(=O)c1cccc(C(C)(C)C)c1. Reaction SMILES: [Ba+2:34].[Br+2:30]([O-:31])([O-:32])[O-:33].[Br+2:35]([O-:36])([O-:37])[O-:38].[C:1]([CH3:2])([CH3:3])([CH3:4])[c:5]1[cH:6][c:7]([CH2:11][CH3:12])[cH:8][cH:9][cH:10]1.[CH3:39][C:40]#[N:41].[Ce+3:18].[Ce+3:29].[OH2:42].[S:13](=[O:14])([O-:15])([O-:16])=[O:17].[S:19]([O-:20])([O-:21])(=[O:22])=[O:23].[S:24]([O-:25])([O-:26])(=[O:27])=[O:28]>>[C:1]([CH3:2])([CH3:3])([CH3:4])[c:5]1[cH:6][c:7]([C:11]([CH3:12])=[O:14])[cH:8][cH:9][cH:10]1.